Dataset: the Open Reaction Database (ORD), a public repository of structured organic reaction records. Task: describe an organic reaction: reactants, conditions, products, and yield The reactants are CC(C)(C)O, CN(C)c1ccncc1, O=C1CCC(=O)O1, O=C1CCC(=O)N1O. Yields the product CC(C)(C)OC(=O)CCC(=O)O. RXN SMILES: [CH3:16][C:17]([CH3:18])([CH3:19])[OH:20].[CH3:21][N:22]([CH3:23])[c:24]1[cH:25][cH:26][n:27][cH:28][cH:29]1.[O:1]=[C:2]1[CH2:3][CH2:4][C:5](=[O:6])[O:7]1.[OH:8][N:9]1[C:10](=[O:11])[CH2:12][CH2:13][C:14]1=[O:15]>>[O:1]=[C:2]([CH2:3][CH2:4][C:5](=[O:6])[O:20][C:17]([CH3:16])([CH3:18])[CH3:19])[OH:7]. The reactants are C(C)(C)(C)OC(=O)N1C[C@H]([C@@H](C1)C1=CNC2=CC=CC=C12)C1=CN2CCCC3=CC=CC1=C23 ((3R,4R)-3-(5,6-dihydro-4H-pyrrolo[3,2,1-ij]quinolin-1-yl)-4-(1H-indol-3-yl)-pyrrolidine-1-carboxylic acid tert-butyl ester), Cl (HCl), O1CCOCC1 (dioxane), CCN(C(C)C)C(C)C (DIPEA), CC(CC(=O)Cl)(C)C (3,3-dimethylbutanoyl chloride). Run in C(Cl)Cl (DCM). Run at time 2 hour. The product is C1(=CN2CCCC3=CC=CC1=C23)[C@@H]2CN(C[C@H]2C2=CNC3=CC=CC=C23)C(CC(C)(C)C)=O (1-[(3R,4R)-3-(5,6-dihydro-4H-pyrrolo[3,2,1-ij]quinolin-1-yl)-4-(1H-indol-3-yl)-pyrrolidin-1-yl]-3,3-dimethyl-butan-1-one). The yield is 44654.2%. As a reaction SMILES: C(OC([N:8]1[CH2:12][C@@H:11]([C:13]2[C:21]3[C:16](=[CH:17][CH:18]=[CH:19][CH:20]=3)[NH:15][CH:14]=2)[C@H:10]([C:22]2[C:32]3=[C:33]4[C:28](=[CH:29][CH:30]=[CH:31]3)[CH2:27][CH2:26][CH2:25][N:24]4[CH:23]=2)[CH2:9]1)=O)(C)(C)C.Cl.O1CCOCC1.CCN(C(C)C)C(C)C.[CH3:50][C:51]([CH3:57])([CH3:56])[CH2:52][C:53](Cl)=[O:54]>C(Cl)Cl>[C:22]1([C@H:10]2[C@H:11]([C:13]3[C:21]4[C:16](=[CH:17][CH:18]=[CH:19][CH:20]=4)[NH:15][CH:14]=3)[CH2:12][N:8]([C:53](=[O:54])[CH2:52][C:51]([CH3:57])([CH3:56])[CH3:50])[CH2:9]2)[C:32]2=[C:33]3[C:28](=[CH:29][CH:30]=[CH:31]2)[CH2:27][CH2:26][CH2:25][N:24]3[CH:23]=1. Reported procedure: To a solution of (3R,4R)-3-(5,6-dihydro-4H-pyrrolo[3,2,1-ij]quinolin-1-yl)-4-(1H-indol-3-yl)-pyrrolidine-1-carboxylic acid tert-butyl ester (200 mg, 450 μmol) in DCM (5 mL) under a nitrogen atmosphere was added 4M HCl in dioxane (1.7 mL, 6.8 mmol). The mixture was stirred at room temperature for 2 h. The solvent was then removed under vacuum and the residue dissolved in DCM (5 mL). DIPEA (320 μL, 1.8 mmol) and 3,3-dimethylbutanoyl chloride (72 mg, 0.54 μmol) were added and the mixture stirred at... Starting materials: OC1=CC=C(C=C1)CCNC1=NC=CC(=N1)C=1C=C(C(=O)O)C=CC1 (3-{2-[2-(4-Hydroxy-phenyl)-ethylamino]-pyrimidin-4-yl}-benzoic acid), C(C)(C)(C)OC(NCCCN)=O ((3-Amino-propyl)-carbamic acid tert-butyl ester), C(CCl)Cl (EDC). Run in CN(C)C=O (DMF). Product: NCCCNC(C1=CC(=CC=C1)C1=NC(=NC=C1)NCCC1=CC=C(C=C1)O)=O (N-(3-Amino-propyl)-3-{2-[2-(4-hydroxy-phenyl)-ethylamino]-pyrimidin-4-yl}-benzamide). Reaction SMILES: [OH:1][C:2]1[CH:7]=[CH:6][C:5]([CH2:8][CH2:9][NH:10][C:11]2[N:16]=[C:15]([C:17]3[CH:18]=[C:19]([CH:23]=[CH:24][CH:25]=3)[C:20](O)=[O:21])[CH:14]=[CH:13][N:12]=2)=[CH:4][CH:3]=1.C(OC(=O)[NH:32][CH2:33][CH2:34][CH2:35][NH2:36])(C)(C)C.C(Cl)CCl>CN(C=O)C>[NH2:32][CH2:33][CH2:34][CH2:35][NH:36][C:20](=[O:21])[C:19]1[CH:23]=[CH:24][CH:25]=[C:17]([C:15]2[CH:14]=[CH:13][N:12]=[C:11]([NH:10][CH2:9][CH2:8][C:5]3[CH:4]=[CH:3][C:2]([OH:1])=[CH:7][CH:6]=3)[N:16]=2)[CH:18]=1. Procedure details: Intermediate 9 (1 mmol) was coupled with (3-Amino-propyl)-carbamic acid tert-butyl ester (3 mmol) using EDC (2 mmol) in DMF (10 mL). The DMF was removed by rotary evaporation and the residue purified by flash chromatography on silica gel (ethyl acetate as eluent.) The resulting product was deprotected following procedure G. LC-MS showed the product had the expected M+H+ of 392. 1H NMR (Varian 300 MHz, CD3OD, shifts relative to the solvent peak at 3.3 ppm) δ 8.68 (s, 1H) 8.35-8.5 (m, 3H) 8.1 (d, ... Starting materials: C1CCOC1, C[Si](C)(C)[N-][Si](C)(C)C, CO, Nc1c(F)cccc1F, COC(=O)c1cccc(-c2nc3ccccn3c2-c2ccnc(Nc3cc(F)c(CCN4CCCCC4)cc3OC)n2)c1, [Na+]. Yields the product COc1cc(CCN2CCCCC2)c(F)cc1Nc1nccc(-c2c(-c3cccc(C(=O)Nc4c(F)cccc4F)c3)nc3ccccn23)n1. As a reaction SMILES: [CH2:65]1[O:66][CH2:67][CH2:68][CH2:69]1.[CH3:11][Si:12]([N-:13][Si:14]([CH3:15])([CH3:16])[CH3:17])([CH3:18])[CH3:19].[CH3:63][OH:64].[F:1][c:2]1[c:3]([NH2:4])[c:5]([F:9])[cH:6][cH:7][cH:8]1.[F:20][c:21]1[c:22]([CH2:55][CH2:56][N:57]2[CH2:58][CH2:59][CH2:60][CH2:61][CH2:62]2)[cH:23][c:24]([O:53][CH3:54])[c:25]([NH:27][c:28]2[n:29][cH:30][cH:31][c:32](-[c:34]3[c:35](-[c:43]4[cH:44][c:45]([C:46](=[O:47])[O:48][CH3:49])[cH:50][cH:51][cH:52]4)[n:36][c:37]4[n:38]3[cH:39][cH:40][cH:41][cH:42]4)[n:33]2)[cH:26]1.[Na+:10]>>[F:1][c:2]1[c:3]([NH:4][C:46]([c:45]2[cH:44][c:43](-[c:35]3[c:34](-[c:32]4[cH:31][cH:30][n:29][c:28]([NH:27][c:25]5[c:24]([O:53][CH3:54])[cH:23][c:22]([CH2:55][CH2:56][N:57]6[CH2:58][CH2:59][CH2:60][CH2:61][CH2:62]6)[c:21]([F:20])[cH:26]5)[n:33]4)[n:38]4[c:37]([n:36]3)[cH:42][cH:41][cH:40][cH:39]4)[cH:52][cH:51][cH:50]2)=[O:47])[c:5]([F:9])[cH:6][cH:7][cH:8]1. Reactants: FC(C(C(F)(F)F)(O)C1=CC=C(C=C1)NC)(F)F (1,1,1,3,3,3-Hexafluoro-2-[4-(methylamino)phenyl]propan-2-ol), C(C=C)(=O)OCC (ethyl acrylate), C(C)(=O)O (acetic acid). Solvent: C(C)(=O)OCC (ethyl acetate). Product: O.C(=O)(C(F)(F)F)O (H2O TFA), CN(CCC(=O)OCC)C1=CC=C(C=C1)C(C(F)(F)F)(C(F)(F)F)O (Ethyl N-methyl-N-{4-[2,2,2-trifluoro-1-hydroxy-1-(trifluoromethyl)ethyl]phenyl}-beta-alaninate). Yield: 73.0%. Reaction SMILES: [F:1][C:2]([F:18])([F:17])[C:3]([C:9]1[CH:14]=[CH:13][C:12]([NH:15][CH3:16])=[CH:11][CH:10]=1)([OH:8])[C:4]([F:7])([F:6])[F:5].[C:19]([O:23][CH2:24][CH3:25])(=[O:22])[CH:20]=[CH2:21].C(O)(=O)C>C(OCC)(=O)C>[OH2:8].[C:3]([OH:8])([C:4]([F:7])([F:6])[F:5])=[O:22].[CH3:16][N:15]([C:12]1[CH:13]=[CH:14][C:9]([C:3]([OH:8])([C:4]([F:6])([F:5])[F:7])[C:2]([F:17])([F:18])[F:1])=[CH:10][CH:11]=1)[CH2:21][CH2:20][C:19]([O:23][CH2:24][CH3:25])=[O:22] |f:4.5|. Procedure details: To the product of step 1 (1.26 g, 4.6 mmol) was added ethyl acrylate (0.55 mL, 5.1 mL) and glacial acetic acid (0.02 mL, 0.3 mmol). After heating the reaction mixture at reflux over 18 h, the solution was cooled to room temperature and diluted with ethyl acetate. The organics were washed several times with water, dried (Na2SO4), and concentrated in vacuo. Purification by reverse phase HPLC using a gradient elution of 60:40 H2O/TFA:CH3CN to 0:100 H2O/TFA:CH3CN at 254 nm afforded the title compoun...